Task: describe an organic reaction: reactants, conditions, products, and yield. Dataset: the Open Reaction Database (ORD), a public repository of structured organic reaction records The reactants are IC=1C=NC=CC1CO ((3-iodo-pyridin-4-yl)-methanol), C(C)(=O)N1CC2=C(C=CC3=C1C=CC=C3)N=C(C(=C2)F)Cl (6-Acetyl-2-chloro-3-fluoro-5,6-dihydro-pyrido[3,2-c][1]benzazocine). Product: C(C)(=O)N1CC2=C(C=CC3=C1C=CC=C3)C=NC=C2 (6-Acetyl-5,6-dihydropyrido[4,3-c][1]benzazocine). RXN SMILES: I[C:2]1[CH:3]=[N:4][CH:5]=[CH:6][C:7]=1[CH2:8]O.[C:10]([N:13]1[C:20]2[CH:21]=[CH:22][CH:23]=[CH:24][C:19]=2[CH:18]=[CH:17]C2N=C(Cl)C(F)=CC=2C1)(=[O:12])[CH3:11]>>[C:10]([N:13]1[C:20]2[CH:21]=[CH:22][CH:23]=[CH:24][C:19]=2[CH:18]=[CH:17][C:2]2[CH:3]=[N:4][CH:5]=[CH:6][C:7]=2[CH2:8]1)(=[O:12])[CH3:11]. Reported procedure: Compound 24C was prepared from 24A and bb in two steps by a route analogous to that used for the preparation of 1D. HPLC Rt=1.383 min; LCMS Found: (M+H)+=251. The reactants are N1N=CC(=C1)C=1C2=C(N=CN1)N(C=C2)COCC[Si](C)(C)C (4-(1H-pyrazol-4-yl)-7-[2-(trimethylsilyl)ethoxy]methyl-7H-pyrrolo[2,3-d]-pyrimidine), CSCC/C=C/C#N ((2E)-5-(methylthio)pent-2-enenitrile), C1CCC2=NCCCN2CC1 (DBU), C(C)#N (ACN). Conditions: time 5 day. The product is CSCCC(CC#N)N1N=CC(=C1)C=1C2=C(N=CN1)N(C=C2)COCC[Si](C)(C)C (5-(Methylthio)-3-[4-(7-[2-(trimethylsilyl)ethoxy]methyl-7H-pyrrolo[2,3-d]pyrimidin-4-yl)-1H-pyrazol-1-yl]pentanenitrile). Isolated yield 83.2%. As a reaction SMILES: [NH:1]1[CH:5]=[C:4]([C:6]2[C:7]3[CH:14]=[CH:13][N:12]([CH2:15][O:16][CH2:17][CH2:18][Si:19]([CH3:22])([CH3:21])[CH3:20])[C:8]=3[N:9]=[CH:10][N:11]=2)[CH:3]=[N:2]1.[CH3:23][S:24][CH2:25][CH2:26]/[CH:27]=[CH:28]/[C:29]#[N:30].C1CCN2C(=NCCC2)CC1.C(#N)C>>[CH3:23][S:24][CH2:25][CH2:26][CH:27]([N:1]1[CH:5]=[C:4]([C:6]2[C:7]3[CH:14]=[CH:13][N:12]([CH2:15][O:16][CH2:17][CH2:18][Si:19]([CH3:22])([CH3:21])[CH3:20])[C:8]=3[N:9]=[CH:10][N:11]=2)[CH:3]=[N:2]1)[CH2:28][C:29]#[N:30]. Reported procedure: A mixture of 4-(1H-pyrazol-4-yl)-7-[2-(trimethylsilyl)ethoxy]methyl-7H-pyrrolo[2,3-d]-pyrimidine (0.30 g, 0.00095 mol), (2E)-5-(methylthio)pent-2-enenitrile (0.28 g, 0.0016 mol) and DBU (45 0.00030 mol) in ACN (3 mL, 0.06 mol) was stirred at rt for 5 days. The solvent was removed by rotary evaporation to give an orange oil. The crude oil was chromatographed with 30-70 ethyl acetate/hex, to give 0.35 g of a colorless oil (83% yield). Starting materials: BrC(C(=O)C1=CC2=CC=C(C(=C2C=C1)Cl)OC)C (2-bromo-1-(5-chloro-6-methoxynaphthalen-2-yl)propan-1-one), Cl.Cl.C(C(=O)C1=CC=CC=C1)N1CCNCC1 (N-phenacyl piperazine dihydrochloride), C(=O)([O-])[O-].[K+].[K+] (K2CO3). Solvent: CN(C)C=O (DMF). Conditions: temperature 50 celsius, time 10 hour. Yields the product Cl.Cl.C(C(=O)C1=CC=CC=C1)N1CCN(CC1)C(C)C(=O)C1=CC2=CC=C(C(=C2C=C1)Cl)OC (N1-phenacyl-N4-[1-(5-chloro-6-methoxy-2-naphthoyl)ethyl]piperazine dihydrochloride). As a reaction SMILES: Br[CH:2]([CH3:18])[C:3]([C:5]1[CH:14]=[CH:13][C:12]2[C:7](=[CH:8][CH:9]=[C:10]([O:16][CH3:17])[C:11]=2[Cl:15])[CH:6]=1)=[O:4].[ClH:19].Cl.[CH2:21]([N:30]1[CH2:35][CH2:34][NH:33][CH2:32][CH2:31]1)[C:22]([C:24]1[CH:29]=[CH:28][CH:27]=[CH:26][CH:25]=1)=[O:23].C([O-])([O-])=O.[K+].[K+]>CN(C=O)C>[ClH:15].[ClH:19].[CH2:21]([N:30]1[CH2:35][CH2:34][N:33]([CH:2]([C:3]([C:5]2[CH:14]=[CH:13][C:12]3[C:7](=[CH:8][CH:9]=[C:10]([O:16][CH3:17])[C:11]=3[Cl:15])[CH:6]=2)=[O:4])[CH3:18])[CH2:32][CH2:31]1)[C:22]([C:24]1[CH:25]=[CH:26][CH:27]=[CH:28][CH:29]=1)=[O:23] |f:1.2.3,4.5.6,8.9.10|. Procedure details: A mixture of 2-bromo-1-(5-chloro-6-methoxynaphthalen-2-yl)propan-1-one (3.8 mmol), N-phenacyl piperazine dihydrochloride (0.89 g, 3.2 mmol) and K2CO3 (1.56 g, 11.2 mmol) in 30 ml of DMF are stirred at 50° C. for 10 h, then was treated according to the general preparation 2 to give compound(IV-19), 1.09 g (61%), M+ 451.